From a dataset of the Open Reaction Database (ORD), a public repository of structured organic reaction records. describe an organic reaction: reactants, conditions, products, and yield The reactants are C(C)(C)(C)OC(N(CCOC)C=1C=NC=CC1C1=C(C=CC=C1)Cl)=O ([4-(2-chloro-phenyl)-pyridin-3-yl]-(2-methoxy-ethyl)-carbamic acid tert-butyl ester). The solvent is CCCCCCC.CCOC(=O)C (n-heptane EtOAc). Yields the product ClC1=C(C=CC=C1)C1=C(C=NC=C1)NCCOC ([4-(2-Chloro-phenyl)-pyridin-3-yl]-(2-methoxy-ethyl)-amine). As a reaction SMILES: C(OC(=O)[N:7]([C:12]1[CH:13]=[N:14][CH:15]=[CH:16][C:17]=1[C:18]1[CH:23]=[CH:22][CH:21]=[CH:20][C:19]=1[Cl:24])[CH2:8][CH2:9][O:10][CH3:11])(C)(C)C>CCCCCCC.CCOC(C)=O>[Cl:24][C:19]1[CH:20]=[CH:21][CH:22]=[CH:23][C:18]=1[C:17]1[CH:16]=[CH:15][N:14]=[CH:13][C:12]=1[NH:7][CH2:8][CH2:9][O:10][CH3:11] |f:1.2|. Reported procedure: The title compound was prepared in analogy to example 85, intermediate a, from [4-(2-chloro-phenyl)-pyridin-3-yl]-(2-methoxy-ethyl)-carbamic acid tert-butyl ester and using a gradient of n-heptane:EtOAc (100:0 to 0:100) for the chromatographic purification. Colorless oil (72%). MS (ESI): m/z=263.094 [M+H]+. Starting materials: N#Cc1cccc(CBr)c1, Cc1ccccc1, COC(=O)C=C1CCCN1, Cl, [H-], [Na+]. Product: COC(=O)C(Cc1cccc(C#N)c1)=C1CCCN1. RXN SMILES: [C:13](#[N:14])[c:15]1[cH:16][c:17]([CH2:18][Br:19])[cH:20][cH:21][cH:22]1.[CH3:24][c:25]1[cH:26][cH:27][cH:28][cH:29][cH:30]1.[CH3:3][O:4][C:5]([CH:6]=[C:7]1[NH:8][CH2:9][CH2:10][CH2:11]1)=[O:12].[ClH:23].[H-:2].[Na+:1]>>[CH3:3][O:4][C:5]([C:6](=[C:7]1[NH:8][CH2:9][CH2:10][CH2:11]1)[CH2:18][c:17]1[cH:16][c:15]([C:13]#[N:14])[cH:22][cH:21][cH:20]1)=[O:12]. Reactants: O=C([O-])[O-], Cc1cc(O)cc(C)c1O, CN(C)C=O, C[Si](C)(C)CCl, [K+], [K+]. Product: Cc1cc(OC[Si](C)(C)C)cc(C)c1O. Reaction SMILES: [C:11](=[O:12])([O-:13])[O-:14].[CH3:1][c:2]1[c:3]([OH:4])[c:5]([CH3:10])[cH:6][c:7]([OH:9])[cH:8]1.[CH3:23][N:24]([CH3:25])[CH:26]=[O:27].[Cl:17][CH2:18][Si:19]([CH3:20])([CH3:21])[CH3:22].[K+:15].[K+:16]>>[CH3:1][c:2]1[c:3]([OH:4])[c:5]([CH3:10])[cH:6][c:7]([O:9][CH2:18][Si:19]([CH3:20])([CH3:21])[CH3:22])[cH:8]1. Starting materials: [N+](=O)([O-])C1=CC=C(C=C1)S(=O)(=O)Cl (4-Nitrobenzenesulphonyl chloride), COC1=CC=C(CCN)C=C1 (4-methoxyphenethylamine). Run in N1=CC=CC=C1 (pyridine). Conditions: time 30 minute. The product is COC1=CC=C(C=C1)CCNS(=O)(=O)C1=CC=C(C=C1)[N+](=O)[O-] (N-[2-(4-Methoxyphenyl)ethyl]-4-nitrobenzenesulphonamide). The yield is 31.1%. As a reaction SMILES: [N+:1]([C:4]1[CH:9]=[CH:8][C:7]([S:10](Cl)(=[O:12])=[O:11])=[CH:6][CH:5]=1)([O-:3])=[O:2].[CH3:14][O:15][C:16]1[CH:24]=[CH:23][C:19]([CH2:20][CH2:21][NH2:22])=[CH:18][CH:17]=1>N1C=CC=CC=1>[CH3:14][O:15][C:16]1[CH:24]=[CH:23][C:19]([CH2:20][CH2:21][NH:22][S:10]([C:7]2[CH:8]=[CH:9][C:4]([N+:1]([O-:3])=[O:2])=[CH:5][CH:6]=2)(=[O:12])=[O:11])=[CH:18][CH:17]=1. Procedure details: 4-Nitrobenzenesulphonyl chloride (10 g) was added portionwise to a stirred solution of 4-methoxyphenethylamine (6.8 g) in pyridine (40 ml) and the resulting solution stirred at room temperature for 30 min. The solution was partitioned between hydrochloric acid (5 N, 400 ml) and ethyl acetate (2×250 ml). The combined extracts were washed with hydrochloric acid (5 N, 100 ml), sodium bicarbonate (8%, 100 ml) dried --MgSO4) and evaporated in vacuo to give an oil. The oil was purified by column chrom...